From a dataset of the Open Reaction Database (ORD), a public repository of structured organic reaction records. describe an organic reaction: reactants, conditions, products, and yield Reactants: ClC1=C(C(=O)Cl)C=CC=N1 (2-chloronicotinoyl chloride), [S-]C#N.[NH4+] (ammonium thiocyanate), CNC1=CC=C(C(=O)OCC)C=C1 (ethyl 4-(methylamino)benzoate). Yields the product CN(C=1SC2=C(C(N1)=O)C=CC=N2)C2=CC=C(C(=O)OCC)C=C2 (ethyl 4-[N-methyl-N-(4-oxo-4H-pyrido[3,2-e]-1,3-thiazin-2-yl)amino]benzoate). The yield is 88.8%. Reaction SMILES: Cl[C:2]1[N:10]=[CH:9][CH:8]=[CH:7][C:3]=1[C:4](Cl)=[O:5].[S-:11][C:12]#[N:13].[NH4+].[CH3:15][NH:16][C:17]1[CH:27]=[CH:26][C:20]([C:21]([O:23][CH2:24][CH3:25])=[O:22])=[CH:19][CH:18]=1>>[CH3:15][N:16]([C:17]1[CH:27]=[CH:26][C:20]([C:21]([O:23][CH2:24][CH3:25])=[O:22])=[CH:19][CH:18]=1)[C:12]1[S:11][C:2]2[N:10]=[CH:9][CH:8]=[CH:7][C:3]=2[C:4](=[O:5])[N:13]=1 |f:1.2|. Procedure details: The reaction procedure of Example 57 was followed except that 162 mg of 2-chloronicotinoyl chloride, 72 mg of ammonium thiocyanate and 169 mg of ethyl 4-(methylamino)benzoate were used. As a result, 279 mg of ethyl 4-[N-methyl-N-(4-oxo-4H-pyrido[3,2-e]-1,3-thiazin-2-yl)amino]benzoate was obtained. Reactants: BrC1=C(C=CC2=CC=CC=C12)C=CCO (3-(1-bromo-2-naphthalenyl)-2-propenol), C1(=CC=C(C=C1)S(=O)(=O)NN)C (para-toluene- sulfonhydrazide), O.O.O.C(C)(=O)[O-].[Na+] (sodium acetate trihydrate). Run in CN(C)C=O (DMF), O (water). Yields the product BrC1=C(C=CC2=CC=CC=C12)CCCO (1-bromo-2-naphthalenepropanol). Isolated yield 74.9%. As a reaction SMILES: [Br:1][C:2]1[C:11]2[C:6](=[CH:7][CH:8]=[CH:9][CH:10]=2)[CH:5]=[CH:4][C:3]=1[CH:12]=[CH:13][CH2:14][OH:15].C1(C)C=CC(S(NN)(=O)=O)=CC=1.O.O.O.C([O-])(=O)C.[Na+]>CN(C=O)C.O>[Br:1][C:2]1[C:11]2[C:6](=[CH:7][CH:8]=[CH:9][CH:10]=2)[CH:5]=[CH:4][C:3]=1[CH2:12][CH2:13][CH2:14][OH:15] |f:2.3.4.5.6|. Procedure details: A solution of Example 3C (3.82 g, 14.5 mmol) in DMF and para-toluene- sulfonhydrazide (27 g, 145 mmol) was heated to reflux and treated with sodium acetate trihydrate (32.8 g, 241 mmol) in water (380 mL) over 3 hours. The mixture was allowed to stir at reflux for 2 hours, cooled, partitioned between CH2Cl2 and water. The organic layer was dried (Na2SO4), filtered, concentrated and purified on silica gel with a gradient of CH2Cl2 to 2% methanol/CH2Cl2 to provide 2.88 g (75%) of the desired compou... Starting materials: C(#N)C1=NC=C(C=C1)O (2-Cyano-5-hydroxy pyridine), CI (MeI), CN(C)C=O (DMF), C(=O)([O-])[O-].[K+].[K+] (K2CO3). Solvent: O (water). Conditions: time 24 hour. The product is C(#N)C1=NC=C(C=C1)OC (2-cyano-5-methoxy pyridine). Isolated yield 78.0%. Reaction SMILES: [C:1]([C:3]1[CH:8]=[CH:7][C:6]([OH:9])=[CH:5][N:4]=1)#[N:2].[CH3:10]N(C=O)C.C([O-])([O-])=O.[K+].[K+].CI>O>[C:1]([C:3]1[CH:8]=[CH:7][C:6]([O:9][CH3:10])=[CH:5][N:4]=1)#[N:2] |f:2.3.4|. Reported procedure: 2-Cyano-5-hydroxy pyridine (200 mg, 1.66 mmol), DMF (10 mL) and K2CO3 (253 mg, 1.83 mmol), and MeI (354 mg, 2.49 mmol) were combined at rt and the reaction mixture was stirred for 24 h at rt. The reaction mixture was poured into water and extracted with EtOAc. The organic layer was separated, washed with water, dried and concentrated to give 2-cyano-5-methoxy pyridine (175 mg, 78%). Reactants: S(O)(O)(=O)=O (sulphuric acid), [N+](=O)([O-])C1=C2C=CC=C(C2=CC=C1)C(=O)O (5-nitro-1-naphthoic acid), CO (methanol). Conditions: temperature 20 celsius. The product is [N+](=O)([O-])C1=C2C=CC=C(C2=CC=C1)C(=O)OC (methyl 5-nitro-1-naphthoate). RXN SMILES: S(=O)(=O)(O)O.[N+:6]([C:9]1[CH:18]=[CH:17][CH:16]=[C:15]2[C:10]=1[CH:11]=[CH:12][CH:13]=[C:14]2[C:19]([OH:21])=[O:20])([O-:8])=[O:7].[CH3:22]O>>[N+:6]([C:9]1[CH:18]=[CH:17][CH:16]=[C:15]2[C:10]=1[CH:11]=[CH:12][CH:13]=[C:14]2[C:19]([O:21][CH3:22])=[O:20])([O-:8])=[O:7]. Procedure: 1 cm3 of 97% sulphuric acid is added to a suspension of 4.7 g of 5-nitro-1-naphthoic acid in 50 cm3 of methanol and the reaction mixture is then brought to reflux for 12 hours. The solution is cooled to a temperature in the region of 20° C. and the precipitate formed is filtered off by centrifuge and washed twice with 5 cm3 of ice-cold methanol and then dried to constant weight. 4.56 g of methyl 5-nitro-1-naphthoate are obtained, melting at 105° C. 21.5 g of tin(II) chloride dihydrate are added ...